From a dataset of the Open Reaction Database (ORD), a public repository of structured organic reaction records. describe an organic reaction: reactants, conditions, products, and yield Starting materials: NCC1CC2CC2N1C(=O)c1nc(N)sc1-c1cccc(F)c1, O=C(O)c1cccc2cccnc12. The product is Nc1nc(C(=O)N2C(CNC(=O)c3cccc4cccnc34)CC3CC32)c(-c2cccc(F)c2)s1. As a reaction SMILES: [NH2:1][c:2]1[s:3][c:4](-[c:17]2[cH:18][c:19]([F:23])[cH:20][cH:21][cH:22]2)[c:5]([C:7](=[O:8])[N:9]2[CH:10]3[CH2:11][CH:12]3[CH2:13][CH:14]2[CH2:15][NH2:16])[n:6]1.[n:24]1[cH:25][cH:26][cH:27][c:28]2[cH:29][cH:30][cH:31][c:32]([C:34](=[O:35])[OH:36])[c:33]12>>[NH2:1][c:2]1[s:3][c:4](-[c:17]2[cH:18][c:19]([F:23])[cH:20][cH:21][cH:22]2)[c:5]([C:7](=[O:8])[N:9]2[CH:10]3[CH2:11][CH:12]3[CH2:13][CH:14]2[CH2:15][NH:16][C:34]([c:32]2[cH:31][cH:30][cH:29][c:28]3[cH:27][cH:26][cH:25][n:24][c:33]32)=[O:35])[n:6]1. Reactants: ClC1=NC=NC2=CC=CC=C12 (4-chloroquinazoline), BrC=1C=NC(=CC1N)C(C)(C)C (3-bromo-4-amino-6-tert-butylpyridine), C([O-])([O-])=O.[K+].[K+] (potassium carbonate), glass, C1(=CC=CC=C1)P(C1=CC=CC=C1)C1=CC=CC=C1 (triphenylphosphine), ClC1=NC=NC2=CC=CC=C12 (4-chloroquinazoline). The reagents and catalysts are C(C)(=O)[O-].[Pd+2].C(C)(=O)[O-] (palladium(II) acetate). Run in CC=1C=CC=CC1C (o-xylene). Product: C1=CC=CC2=C1C1=NC3=CC=NC=C3N1C=N2 (5,6a,8,11-Tetraazabenzo[a]fluorene). Reaction SMILES: Cl[C:2]1[C:11]2[C:6](=[CH:7][CH:8]=[CH:9][CH:10]=2)[N:5]=[CH:4][N:3]=1.Br[C:13]1[CH:14]=[N:15][C:16](C(C)(C)C)=[CH:17][C:18]=1[NH2:19].C(=O)([O-])[O-].[K+].[K+].C1(P(C2C=CC=CC=2)C2C=CC=CC=2)C=CC=CC=1>CC1C=CC=CC=1C.C([O-])(=O)C.[Pd+2].C([O-])(=O)C>[CH:10]1[C:11]2[C:2]3[N:3]([CH:4]=[N:5][C:6]=2[CH:7]=[CH:8][CH:9]=1)[C:17]1[C:18](=[CH:13][CH:14]=[N:15][CH:16]=1)[N:19]=3 |f:2.3.4,7.8.9|. Procedure details: A vigorously stirred mixture of 100 mmol of the 4-chloroquinazoline derivative, 29.8 g (130 mmol) of 3-bromo-4-amino-6-tert-butylpyridine (S40), 35.0 g (250 mmol) of potassium carbonate, 200 g of glass beads (diameter 3 mm), 2.6 g (10 mmol) of triphenylphosphine and 450 mg (2 mmol) of palladium(II) acetate in 500 ml of o-xylene is heated under reflux until the 4-chloroquinazoline derivative has been consumed (typically 16 h). Aft er cooling, the solid is filtered off via a silica-gel bed, rinsed...